This data is from the Open Reaction Database (ORD), a public repository of structured organic reaction records. The task is: describe an organic reaction: reactants, conditions, products, and yield Reactants: ClC1=NC(=NC(=N1)Cl)Cl (2,4,6-trichloro-1,3,5-triazine), NCCC1=NC=CC=C1 (2-(2-aminoethyl)pyridine). Yields the product ClC1=NC(=NC(=N1)Cl)NCCC1=NC=CC=C1 (4,6-dichloro-N-(2-(pyridin-2-yl)ethyl)-1,3,5-triazin-2-amine). As a reaction SMILES: Cl[C:2]1[N:7]=[C:6]([Cl:8])[N:5]=[C:4]([Cl:9])[N:3]=1.[NH2:10][CH2:11][CH2:12][C:13]1[CH:18]=[CH:17][CH:16]=[CH:15][N:14]=1>>[Cl:9][C:4]1[N:5]=[C:6]([Cl:8])[N:7]=[C:2]([NH:10][CH2:11][CH2:12][C:13]2[CH:18]=[CH:17][CH:16]=[CH:15][N:14]=2)[N:3]=1. Procedure details: Following the general procedure A, 2,4,6-trichloro-1,3,5-triazine was coupled with 2-(2-aminoethyl)pyridine with reaction time of 2 h. Purification by column chromatography gave the title compound. Yields the product CC(=O)Nc1cccc(C2CCN(CCCNC(=O)C(C)(c3ccccc3)c3ccccc3)CC2)c1. Starting materials: CC(=O)Nc1cccc(C2CCN(CCCN)CC2)c1, CC(C(=O)O)(c1ccccc1)c1ccccc1. Reaction SMILES: [NH2:18][CH2:19][CH2:20][CH2:21][N:22]1[CH2:23][CH2:24][CH:25]([c:28]2[cH:29][c:30]([NH:34][C:35]([CH3:36])=[O:37])[cH:31][cH:32][cH:33]2)[CH2:26][CH2:27]1.[c:1]1([C:7]([C:8](=[O:9])[OH:10])([CH3:11])[c:12]2[cH:13][cH:14][cH:15][cH:16][cH:17]2)[cH:2][cH:3][cH:4][cH:5][cH:6]1>>[c:1]1([C:7]([C:8](=[O:10])[NH:18][CH2:19][CH2:20][CH2:21][N:22]2[CH2:23][CH2:24][CH:25]([c:28]3[cH:29][c:30]([NH:34][C:35]([CH3:36])=[O:37])[cH:31][cH:32][cH:33]3)[CH2:26][CH2:27]2)([CH3:11])[c:12]2[cH:13][cH:14][cH:15][cH:16][cH:17]2)[cH:2][cH:3][cH:4][cH:5][cH:6]1. The reactants are O=C(O)c1ccccc1-c1ccccc1CN1C(=O)c2ccccc2C1=O, O=C(n1ccnc1)n1ccnc1, NCCc1ccccc1. Product: O=C(NCCc1ccccc1)c1ccccc1-c1ccccc1CN1C(=O)c2ccccc2C1=O. Reaction SMILES: [C:1]1(=[O:27])[c:2]2[c:3]([cH:23][cH:24][cH:25][cH:26]2)[C:4](=[O:22])[N:5]1[CH2:6][c:7]1[c:8](-[c:13]2[c:14]([C:19](=[O:20])[OH:21])[cH:15][cH:16][cH:17][cH:18]2)[cH:9][cH:10][cH:11][cH:12]1.[C:28]([n:29]1[cH:30][cH:31][n:32][cH:33]1)([n:34]1[cH:35][cH:36][n:37][cH:38]1)=[O:39].[CH2:40]([CH2:41][c:42]1[cH:43][cH:44][cH:45][cH:46][cH:47]1)[NH2:48]>>[C:1]1(=[O:27])[c:2]2[c:3]([cH:23][cH:24][cH:25][cH:26]2)[C:4](=[O:22])[N:5]1[CH2:6][c:7]1[c:8](-[c:13]2[c:14]([C:19](=[O:20])[NH:48][CH2:40][CH2:41][c:42]3[cH:43][cH:44][cH:45][cH:46][cH:47]3)[cH:15][cH:16][cH:17][cH:18]2)[cH:9][cH:10][cH:11][cH:12]1. Starting materials: CO, [Li+], C1CCOC1, CN(C)C=O, [OH-], O, COC(=O)c1c(NC(=O)c2cc3ccccc3o2)csc1-c1cnc(OC)cn1. The product is COc1cnc(-c2scc(NC(=O)c3cc4ccccc4o3)c2C(=O)O)cn1. As a reaction SMILES: [CH3:33][OH:34].[Li+:30].[O:35]1[CH2:36][CH2:37][CH2:38][CH2:39]1.[O:40]=[CH:41][N:42]([CH3:43])[CH3:44].[OH-:31].[OH2:32].[o:1]1[c:2]([C:10](=[O:11])[NH:12][c:13]2[c:14]([C:26](=[O:27])[O:28][CH3:29])[c:15](-[c:18]3[n:19][cH:20][c:21]([O:24][CH3:25])[n:22][cH:23]3)[s:16][cH:17]2)[cH:3][c:4]2[c:5]1[cH:6][cH:7][cH:8][cH:9]2>>[o:1]1[c:2]([C:10](=[O:11])[NH:12][c:13]2[c:14]([C:26](=[O:27])[OH:28])[c:15](-[c:18]3[n:19][cH:20][c:21]([O:24][CH3:25])[n:22][cH:23]3)[s:16][cH:17]2)[cH:3][c:4]2[c:5]1[cH:6][cH:7][cH:8][cH:9]2. Reactants: O1CCOCC1 (Dioxane), C(=O)([O-])[O-].[Na+].[Na+] (Na2CO3), BrC1=CN=C(S1)C(C)(C)S(=O)(=O)N (2-(5-bromo-1,3-thiazol-2-yl)propane-2-sulfonamide), [N+](=O)([O-])C=1C=C(C=C(C1)B1OC(C(O1)(C)C)(C)C)NC1=NC=CC(=N1)C(F)(F)F (N-[3-nitro-5-(4,4,5,5-tetramethyl-1,3,2-dioxaborolan-2-yl)phenyl]-4-(trifluoromethyl)pyrimidin-2-amine), [N+](=O)([O-])C=1C=C(C=C(C1)B1OC(C(O1)(C)C)(C)C)NC1=NC=CC(=N1)C(F)(F)F (N-[3-nitro-5-(4,4,5,5-tetramethyl-1,3,2-dioxaborolan-2-yl)phenyl]-4-(trifluoromethyl)pyrimidin-2-amine). Reagents/catalysts: C1=CC=C(C=C1)P([C-]2C=CC=C2)C3=CC=CC=C3.C1=CC=C(C=C1)P([C-]2C=CC=C2)C3=CC=CC=C3.Cl[Pd]Cl.[Fe+2].C(Cl)Cl (PdCl2(dppf) CH2Cl2). Run in O (water). Conditions: temperature 100 celsius, time 4 hour. Product: [N+](=O)([O-])C=1C=C(C=C(C1)NC1=NC=CC(=N1)C(F)(F)F)C1=CN=C(S1)C(C)(C)S(=O)(=O)N (2-[5-(3-nitro-5-{[4-(trifluoromethyl)pyrimidin-2-yl]amino}phenyl)-1,3-thiazol-2-yl]propane-2-sulfonamide). Yield: 73.8%. As a reaction SMILES: Br[C:2]1[S:6][C:5]([C:7]([S:10]([NH2:13])(=[O:12])=[O:11])([CH3:9])[CH3:8])=[N:4][CH:3]=1.[N+:14]([C:17]1[CH:18]=[C:19]([NH:32][C:33]2[N:38]=[C:37]([C:39]([F:42])([F:41])[F:40])[CH:36]=[CH:35][N:34]=2)[CH:20]=[C:21](B2OC(C)(C)C(C)(C)O2)[CH:22]=1)([O-:16])=[O:15].O1CCOCC1.C([O-])([O-])=O.[Na+].[Na+]>O.C1C=CC(P(C2C=CC=CC=2)[C-]2C=CC=C2)=CC=1.C1C=CC(P(C2C=CC=CC=2)[C-]2C=CC=C2)=CC=1.Cl[Pd]Cl.[Fe+2].C(Cl)Cl>[N+:14]([C:17]1[CH:22]=[C:21]([C:2]2[S:6][C:5]([C:7]([S:10]([NH2:13])(=[O:12])=[O:11])([CH3:9])[CH3:8])=[N:4][CH:3]=2)[CH:20]=[C:19]([NH:32][C:33]2[N:38]=[C:37]([C:39]([F:42])([F:41])[F:40])[CH:36]=[CH:35][N:34]=2)[CH:18]=1)([O-:16])=[O:15] |f:3.4.5,7.8.9.10.11|. Reported procedure: The product of Step 5 (174 mg, 0.61 mmol), N-[3-nitro-5-(4,4,5,5-tetramethyl-1,3,2-dioxaborolan-2-yl)phenyl]-4-(trifluoromethyl)pyrimidin-2-amine (INTERMEDIATE 12, 250 mg, 0.61 mmol), and PdCl2(dppf)-CH2Cl2 (44.6 mg, 0.061 mmol) were combined in a flask, sealed, and purged with nitrogen (2×). Dioxane (3.6 mL) and 2 M Na2CO3 (0.91 mL, 1.83 mmol) were added, and the reaction was purged again with nitrogen (2×). The mixture was stirred in an oil bath at 100° C. for 4 h. The dark brown reaction was ... The reactants are CC(C)(C)C1CCC(Oc2ccc3cc(C(CCC(=O)O)[N+](=O)[O-])ccc3c2C(F)(F)F)CC1, COC(=O)CCC(C)(c1ccc2cc(OC3CCC(C(C)(C)C)CC3)ccc2c1)[N+](=O)[O-]. Product: CC(C)(C)C1CCC(Oc2ccc3cc(C(C)(CCC(=O)O)[N+](=O)[O-])ccc3c2)CC1. As a reaction SMILES: [C:1]([CH:2]1[CH2:3][CH2:4][CH:5]([O:6][c:7]2[c:8]([C:9]([F:10])([F:11])[F:12])[c:13]3[c:14]([cH:15][cH:16]2)[cH:17][c:18]([CH:19]([N+:20]([O-:21])=[O:22])[CH2:23][CH2:24][C:25]([OH:26])=[O:27])[cH:28][cH:29]3)[CH2:30][CH2:31]1)([CH3:32])([CH3:33])[CH3:34].[C:35]([CH3:36])([CH3:37])([CH3:38])[CH:39]1[CH2:40][CH2:41][CH:42]([O:45][c:46]2[cH:47][c:48]3[cH:49][cH:50][c:51]([C:56]([CH2:57][CH2:58][C:59](=[O:60])[O:61][CH3:62])([CH3:63])[N+:64](=[O:65])[O-:66])[cH:52][c:53]3[cH:54][cH:55]2)[CH2:43][CH2:44]1>>[C:35]([CH3:36])([CH3:37])([CH3:38])[CH:39]1[CH2:40][CH2:41][CH:42]([O:45][c:46]2[cH:47][c:48]3[cH:49][cH:50][c:51]([C:56]([CH2:57][CH2:58][C:59](=[O:60])[OH:61])([CH3:63])[N+:64](=[O:65])[O-:66])[cH:52][c:53]3[cH:54][cH:55]2)[CH2:43][CH2:44]1.